Dataset: the Open Reaction Database (ORD), a public repository of structured organic reaction records. Task: describe an organic reaction: reactants, conditions, products, and yield Reactants: FC1=C(C=CC=C1)C(C(=O)Cl)C1=C(C=CC=C1)F (2,2-Bis(2-fluorophenyl)acetyl chloride), N[C@@H]1CN(CC1)CCC1=CC=C(C=C1)F ((S)-3-amino-1-(2-(4-fluorophenyl)ethyl)pyrrolidine). The product is FC1=C(C=CC=C1)C(C(=O)N[C@@H]1CN(CC1)CCC1=CC=C(C=C1)F)C1=C(C=CC=C1)F ((S)-2,2-bis(2-fluorophenyl)-N-(1-(2-(4-fluorophenyl)ethyl)pyrrolidin-3-yl)acetamide). The yield is 32.8%. Reaction SMILES: [F:1][C:2]1[CH:7]=[CH:6][CH:5]=[CH:4][C:3]=1[CH:8]([C:12]1[CH:17]=[CH:16][CH:15]=[CH:14][C:13]=1[F:18])[C:9](Cl)=[O:10].[NH2:19][C@H:20]1[CH2:24][CH2:23][N:22]([CH2:25][CH2:26][C:27]2[CH:32]=[CH:31][C:30]([F:33])=[CH:29][CH:28]=2)[CH2:21]1>>[F:1][C:2]1[CH:7]=[CH:6][CH:5]=[CH:4][C:3]=1[CH:8]([C:12]1[CH:17]=[CH:16][CH:15]=[CH:14][C:13]=1[F:18])[C:9]([NH:19][C@H:20]1[CH2:24][CH2:23][N:22]([CH2:25][CH2:26][C:27]2[CH:28]=[CH:29][C:30]([F:33])=[CH:31][CH:32]=2)[CH2:21]1)=[O:10]. Reported procedure: 2,2-Bis(2-fluorophenyl)acetyl chloride (0.74 g) and (S)-3-amino-1-(2-(4-fluorophenyl)ethyl)pyrrolidine (0.42 g) were reacted under the same conditions as in Example 53 to give (S)-2,2-bis(2-fluorophenyl)-N-(1-(2-(4-fluorophenyl)ethyl)pyrrolidin-3-yl)acetamide (0.29 g), melting point 107-108° C. Starting materials: OC1=CC=C(C=C1)C(C)(CCC)C1=CC=C(C=C1)O (2,2-bis(4-hydroxyphenyl)pentane), OC1=CC=C(C=C1)C(CC)(CC)C1=CC=C(C=C1)O (3,3-bis(4-hydroxyphenyl)pentane). Product: OC1=CC=C(C=C1)C(CC)C1=CC=C(C=C1)O (1,1-bis(4-hydroxyphenyl)propane). RXN SMILES: [OH:1][C:2]1[CH:7]=[CH:6][C:5]([C:8]([C:13]2[CH:18]=[CH:17][C:16]([OH:19])=[CH:15][CH:14]=2)([CH2:10][CH2:11]C)C)=[CH:4][CH:3]=1.OC1C=CC(C(C2C=CC(O)=CC=2)(CC)CC)=CC=1>>[OH:1][C:2]1[CH:3]=[CH:4][C:5]([CH:8]([C:13]2[CH:14]=[CH:15][C:16]([OH:19])=[CH:17][CH:18]=2)[CH2:10][CH3:11])=[CH:6][CH:7]=1. Procedure: 2,2-bis(4-hydroxyphenyl)pentane; 3,3-bis(4-hydroxyphenyl)pentane; The reactants are aldehyde, O\C=C/1\C(CCC(C1)(C)C)=O ((2E)-2-(hydroxymethylene)-4,4-dimethylcyclohexanone), ClC1=CC=C(C=C1)C1=C(CC(CC1)(C)C)C=O (2-(4-chlorophenyl)-5,5-dimethylcyclohex-1-ene-1-carbaldehyde), N1(CCNCC1)C1=CC=C(C(=O)OCC)C=C1 (ethyl 4-(piperazin-1-yl)benzoate). Yields the product ClC1=CC=C(C=C1)C1=C(CC(CC1)(C)C)CN1CCN(CC1)C1=CC=C(C(=O)OCC)C=C1 (ethyl 4-(4-((2-(4-chlorophenyl)-5,5-dimethylcyclohex-1-en-1-yl)methyl)piperazin-1-yl)benzoate). As a reaction SMILES: O/C=C1/C(=O)CCC(C)(C)C/1.[Cl:12][C:13]1[CH:18]=[CH:17][C:16]([C:19]2[CH2:24][CH2:23][C:22]([CH3:26])([CH3:25])[CH2:21][C:20]=2[CH:27]=O)=[CH:15][CH:14]=1.[N:29]1([C:35]2[CH:45]=[CH:44][C:38]([C:39]([O:41][CH2:42][CH3:43])=[O:40])=[CH:37][CH:36]=2)[CH2:34][CH2:33][NH:32][CH2:31][CH2:30]1>>[Cl:12][C:13]1[CH:14]=[CH:15][C:16]([C:19]2[CH2:24][CH2:23][C:22]([CH3:25])([CH3:26])[CH2:21][C:20]=2[CH2:27][N:32]2[CH2:31][CH2:30][N:29]([C:35]3[CH:36]=[CH:37][C:38]([C:39]([O:41][CH2:42][CH3:43])=[O:40])=[CH:44][CH:45]=3)[CH2:34][CH2:33]2)=[CH:17][CH:18]=1. Procedure: Scheme 1 shows three synthetic routes used to prepare the aldehyde intermediate (2-(4-chlorophenyl)-5,5-dimethylcyclohex-1-ene-1-carbaldehyde) (4) from (2E)-2-(hydroxymethylene)-4,4-dimethylcyclohexanone (1A). The aldehyde intermediate (4) can then be reacted with ethyl 4-(piperazin-1-yl)benzoate (4A) to provide ethyl 4-(4-((2-(4-chlorophenyl)-5,5-dimethylcyclohex-1-en-1-yl)methyl)piperazin-1-yl)benzoate, which is hydrolyzed to provide 4-(4-((2-(4-chlorophenyl)-5,5-dimethylcyclohex-1-en-1-yl)met...